Dataset: the Open Reaction Database (ORD), a public repository of structured organic reaction records. Task: describe an organic reaction: reactants, conditions, products, and yield Reported procedure: The title compound is prepared from {(S)-6-[(R)-7-fluoro-4-hydroxy-indan-1-yloxy]-2,3-dihydro-benzofuran-3-yl}-acetic acid methyl ester and 2-methyl-phenylboronic acid following a procedure analogous to that described for Intermediate 6. LC (method 3): tR=0.90 min; Mass spectrum (ESI+): m/z=471 [M+Na]+. Product: COC(C[C@@H]1COC2=C1C=CC(=C2)O[C@@H]2CCC1=C(C=CC(=C21)F)OC2=C(C=CC=C2)C)=O ({(S)-6-[(R)-7-Fluoro-4-(2-methyl-phenoxy)-indan-1-yloxy]-2,3-dihydro-benzofuran-3-yl}-acetic acid methyl ester). Reaction SMILES: [CH3:1][O:2][C:3](=[O:26])[CH2:4][C@H:5]1[C:9]2[CH:10]=[CH:11][C:12]([O:14][C@H:15]3[C:23]4[C:18](=[C:19]([OH:25])[CH:20]=[CH:21][C:22]=4[F:24])[CH2:17][CH2:16]3)=[CH:13][C:8]=2[O:7][CH2:6]1.[CH3:27][C:28]1[CH:33]=[CH:32][CH:31]=[CH:30][C:29]=1B(O)O>>[CH3:1][O:2][C:3](=[O:26])[CH2:4][C@H:5]1[C:9]2[CH:10]=[CH:11][C:12]([O:14][C@H:15]3[C:23]4[C:18](=[C:19]([O:25][C:29]5[CH:30]=[CH:31][CH:32]=[CH:33][C:28]=5[CH3:27])[CH:20]=[CH:21][C:22]=4[F:24])[CH2:17][CH2:16]3)=[CH:13][C:8]=2[O:7][CH2:6]1. The reactants are COC(C[C@@H]1COC2=C1C=CC(=C2)O[C@@H]2CCC1=C(C=CC(=C21)F)O)=O ({(S)-6-[(R)-7-fluoro-4-hydroxy-indan-1-yloxy]-2,3-dihydro-benzofuran-3-yl}-acetic acid methyl ester), CC1=C(C=CC=C1)B(O)O (2-methyl-phenylboronic acid), Intermediate 6. The reactants are C1CCOC1, CCOC(=O)c1nc(-c2ccc(Cl)cc2)n(-c2ccc(Cl)cc2Cl)c1C, [Li+], [OH-], O. Product: Cc1c(C(=O)O)nc(-c2ccc(Cl)cc2)n1-c1ccc(Cl)cc1Cl. As a reaction SMILES: [CH2:30]1[O:31][CH2:32][CH2:33][CH2:34]1.[Cl:1][c:2]1[cH:3][cH:4][c:5](-[c:8]2[n:9](-[c:19]3[c:20]([Cl:26])[cH:21][c:22]([Cl:25])[cH:23][cH:24]3)[c:10]([CH3:18])[c:11]([C:13](=[O:14])[O:15][CH2:16][CH3:17])[n:12]2)[cH:6][cH:7]1.[Li+:28].[OH-:27].[OH2:29]>>[Cl:1][c:2]1[cH:3][cH:4][c:5](-[c:8]2[n:9](-[c:19]3[c:20]([Cl:26])[cH:21][c:22]([Cl:25])[cH:23][cH:24]3)[c:10]([CH3:18])[c:11]([C:13](=[O:14])[OH:15])[n:12]2)[cH:6][cH:7]1. Starting materials: COC=1C=CC2=C(SC(=C2C(C2=CC=C(C=C2)OC2CCN(CC2)CCCCCC)=O)C2=CC=C(C=C2)OC)C1 (6-Methoxy-2-(4-methoxyphenyl)-3-(4-[1-hexylpiperidin-4-oxy]benzoyl)benzo[b]thiophene), C(C)S (ethane thiol), [Cl-].[Al+3].[Cl-].[Cl-] (aluminum chloride). Yields the product OC=1C=CC2=C(SC(=C2C(C2=CC=C(C=C2)OC2CCN(CC2)CCCCCC)=O)C2=CC=C(C=C2)O)C1 (6-Hydroxy-2-(4-Hydroxyphenyl)-3-(4-[1-Hexylpiperidin-4-oxy]benzoyl)benzo[b]thiophene). The yield is 41.9%. As a reaction SMILES: C[O:2][C:3]1[CH:4]=[CH:5][C:6]2[C:10]([C:11](=[O:31])[C:12]3[CH:17]=[CH:16][C:15]([O:18][CH:19]4[CH2:24][CH2:23][N:22]([CH2:25][CH2:26][CH2:27][CH2:28][CH2:29][CH3:30])[CH2:21][CH2:20]4)=[CH:14][CH:13]=3)=[C:9]([C:32]3[CH:37]=[CH:36][C:35]([O:38]C)=[CH:34][CH:33]=3)[S:8][C:7]=2[CH:40]=1.C(S)C.[Cl-].[Al+3].[Cl-].[Cl-]>>[OH:2][C:3]1[CH:4]=[CH:5][C:6]2[C:10]([C:11](=[O:31])[C:12]3[CH:13]=[CH:14][C:15]([O:18][CH:19]4[CH2:24][CH2:23][N:22]([CH2:25][CH2:26][CH2:27][CH2:28][CH2:29][CH3:30])[CH2:21][CH2:20]4)=[CH:16][CH:17]=3)=[C:9]([C:32]3[CH:33]=[CH:34][C:35]([OH:38])=[CH:36][CH:37]=3)[S:8][C:7]=2[CH:40]=1 |f:2.3.4.5|. Reported procedure: 6-Methoxy-2-(4-methoxyphenyl)-3-(4-[1-hexylpiperidin-4-oxy]benzoyl)benzo[b]thiophene (375 mg, 0.941 mmol), ethane thiol (3.36 mmol), and aluminum chloride (538 mg, 4.04 mmol) were converted to 209 mg (42%) of the title compound by the procedure of Example 16. MS(FD) 529(M+). EA calculated for C32H35NO4S: C, 72.56; H, 6.66; N, 2.64. Found: C, 72.33; H, 6.89; N, 2.52. Reactants: COCCOC1=NOC(=N1)C1CN(CC(C1)C1=CC=C(C=C1)CC(F)(F)F)C(=O)OC1=CC=C(C=C1)[N+](=O)[O-] (4-Nitrophenyl 3-[3-(2-methoxyethoxy)-1,2,4-oxadiazol-5-yl]-5-[4-(2,2,2-trifluoroethyl)phenyl]piperidine-1-carboxylate), Cl.OC1CNC1 (3-hydroxyazetidine hydrochloride), C([O-])([O-])=O.[K+].[K+] (potassium carbonate). Solvent: CN(C)C=O (DMF). Conditions: temperature 150 celsius. The product is C(C)OC1=NOC(=N1)C1CN(CC(C1)C1=CC=C(C=C1)CC(F)(F)F)C(=O)N1CC(C1)O ({3-(3-Ethoxy-1,2,4-oxadiazol-5-yl)-5-[4-(2,2,2-trifluoroethyl)phenyl]piperidin-1-yl}(3-hydroxy-azetidin-1-yl)methanone). The yield is 17.8%. RXN SMILES: CO[CH2:3][CH2:4][O:5][C:6]1[N:10]=[C:9]([CH:11]2[CH2:16][CH:15]([C:17]3[CH:22]=[CH:21][C:20]([CH2:23][C:24]([F:27])([F:26])[F:25])=[CH:19][CH:18]=3)[CH2:14][N:13]([C:28]([O:30]C3C=CC([N+]([O-])=O)=CC=3)=O)[CH2:12]2)[O:8][N:7]=1.Cl.[OH:41][CH:42]1[CH2:45][NH:44][CH2:43]1.C(=O)([O-])[O-].[K+].[K+]>CN(C=O)C>[CH2:4]([O:5][C:6]1[N:10]=[C:9]([CH:11]2[CH2:16][CH:15]([C:17]3[CH:22]=[CH:21][C:20]([CH2:23][C:24]([F:27])([F:25])[F:26])=[CH:19][CH:18]=3)[CH2:14][N:13]([C:28]([N:44]3[CH2:45][CH:42]([OH:41])[CH2:43]3)=[O:30])[CH2:12]2)[O:8][N:7]=1)[CH3:3] |f:1.2,3.4.5|. Procedure: 110 mg (0.211 mmol) of the compound from Example 67A, 69.3 mg (0.633 mmol) of 3-hydroxyazetidine hydrochloride and 72.9 mg (0.527 mmol) of potassium carbonate were added to 3.5 ml of DMF and heated in a single-mode microwave (Emrys Optimizer) at 150° C. for 20 min. For workup, the reaction solution was combined and filtered, and the residue was purified by means of preparative HPLC. Enantiomer separation of 47.7 mg of the racemate according to Method 8D gave 14.7 mg of the title compound from Ex... The reactants are C(C=C)Br (Allyl bromide), OC1=C(C=C(C=C1)S(=O)(=O)N1CCN(CC1)C)C=1NC(C2=C(N1)C(=NN2C)CCC)=O (5-[2-hydroxy-5-(4-methylpiperazinylsulphonyl)-phenyl]-1-methyl-3-n-propyl-1,6-dihydro-7H-pyrazolo[4,3-d]-pyrimidin-7-one), C([O-])([O-])=O.[K+].[K+] (potassium carbonate). Solvent: CC(CC)=O (2-butanone), CC(=O)C (acetone). Product: C(C=C)OC1=C(C=C(C=C1)S(=O)(=O)N1CCN(CC1)C)C=1NC(C2=C(N1)C(=NN2C)CCC)=O (5-[2-Allyloxy-5-(4-methylpiperazinylsulphonyl)phenyl]-1-methyl-3-n-propyl-1,6-dihydro-7H-pyrazolo[4,3-d]pyrimidin-7-one). Isolated yield 9.8%. RXN SMILES: [CH2:1](Br)[CH:2]=[CH2:3].[OH:5][C:6]1[CH:11]=[CH:10][C:9]([S:12]([N:15]2[CH2:20][CH2:19][N:18]([CH3:21])[CH2:17][CH2:16]2)(=[O:14])=[O:13])=[CH:8][C:7]=1[C:22]1[NH:23][C:24](=[O:35])[C:25]2[N:30]([CH3:31])[N:29]=[C:28]([CH2:32][CH2:33][CH3:34])[C:26]=2[N:27]=1.C(=O)([O-])[O-].[K+].[K+]>CC(=O)CC.CC(C)=O>[CH2:1]([O:5][C:6]1[CH:11]=[CH:10][C:9]([S:12]([N:15]2[CH2:20][CH2:19][N:18]([CH3:21])[CH2:17][CH2:16]2)(=[O:13])=[O:14])=[CH:8][C:7]=1[C:22]1[NH:23][C:24](=[O:35])[C:25]2[N:30]([CH3:31])[N:29]=[C:28]([CH2:32][CH2:33][CH3:34])[C:26]=2[N:27]=1)[CH:2]=[CH2:3] |f:2.3.4|. Procedure details: Allyl bromide (0.02 ml, 0.00023 mol) was added to a stirred suspension of 5-[2-hydroxy-5-(4-methylpiperazinylsulphonyl)-phenyl]-1-methyl-3-n-propyl-1,6-dihydro-7H-pyrazolo[4,3-d]-pyrimidin-7-one (0.103 g, 0.00023 mol) and potassium carbonate (0.032 g, 0.00023 mol) in 2-butanone (10 ml) and the mixture heated under reflux for 8 hours. After cooling, the reaction mixture was evaporated under vacuum and the residue suspended in water (20 ml). The aqueous suspension was extracted with ethyl acetate ... Starting materials: C1CCOC1, ClCCl, COc1cc(C=CC(=O)NC2CCC(C)CC2)ccc1OCCCl, Cl, [H-], [Na+], c1cn[nH]c1. The product is COc1cc(C=CC(=O)NC2CCC(C)CC2)ccc1OCCc1cc[nH]n1. As a reaction SMILES: [CH2:33]1[O:34][CH2:35][CH2:36][CH2:37]1.[CH2:38]([Cl:39])[Cl:40].[CH3:8][CH:9]1[CH2:10][CH2:11][CH:12]([NH:15][C:16]([CH:17]=[CH:18][c:19]2[cH:20][c:21]([O:29][CH3:30])[c:22]([O:25][CH2:26][CH2:27][Cl:28])[cH:23][cH:24]2)=[O:31])[CH2:13][CH2:14]1.[ClH:32].[H-:1].[Na+:2].[nH:3]1[n:4][cH:5][cH:6][cH:7]1>>[n:3]1[nH:4][cH:5][cH:6][c:7]1[CH2:27][CH2:26][O:25][c:22]1[c:21]([O:29][CH3:30])[cH:20][c:19]([CH:18]=[CH:17][C:16]([NH:15][CH:12]2[CH2:11][CH2:10][CH:9]([CH3:8])[CH2:14][CH2:13]2)=[O:31])[cH:24][cH:23]1. Reactants: [Li]CCCC, CCCC[Sn](Cl)(CCCC)CCCC, C#C[Si](C)(C)C, CCCCCC, C1CCOC1. The product is CCCC[Sn](C#C[Si](C)(C)C)(CCCC)CCCC. Reaction SMILES: [CH2:13]([Li:14])[CH2:15][CH2:16][CH3:17].[CH2:18]([CH2:19][CH2:20][CH3:21])[Sn:22]([CH2:23][CH2:24][CH2:25][CH3:26])([CH2:27][CH2:28][CH2:29][CH3:30])[Cl:31].[CH3:1][Si:2]([CH3:3])([CH3:4])[C:5]#[CH:6].[CH3:7][CH2:8][CH2:9][CH2:10][CH2:11][CH3:12].[O:32]1[CH2:33][CH2:34][CH2:35][CH2:36]1>>[CH3:1][Si:2]([CH3:3])([CH3:4])[C:5]#[C:6][Sn:22]([CH2:18][CH2:19][CH2:20][CH3:21])([CH2:23][CH2:24][CH2:25][CH3:26])[CH2:27][CH2:28][CH2:29][CH3:30]. Starting materials: FC=1C=C(C=CC1)S (3-fluoro-benzenethiol), ClC1=NC(=CC2=CC=CC=C12)NC1=NNC(=C1)C ((1-chloro-isoquinolin-3-yl)-(5-methyl-1H-pyrazol-3-yl)-amine). Product: FC=1C=C(C=CC1)SC1=NC(=CC2=CC=CC=C12)NC1=NNC(=C1)C ([1-(3-fluoro-phenylsulfanyl)-isoquinolin-3-yl]-(5-methyl-1H-pyrazol-3-yl)-amine). Reaction SMILES: [F:1][C:2]1[CH:3]=[C:4]([SH:8])[CH:5]=[CH:6][CH:7]=1.Cl[C:10]1[C:19]2[C:14](=[CH:15][CH:16]=[CH:17][CH:18]=2)[CH:13]=[C:12]([NH:20][C:21]2[CH:25]=[C:24]([CH3:26])[NH:23][N:22]=2)[N:11]=1>>[F:1][C:2]1[CH:3]=[C:4]([S:8][C:10]2[C:19]3[C:14](=[CH:15][CH:16]=[CH:17][CH:18]=3)[CH:13]=[C:12]([NH:20][C:21]3[CH:25]=[C:24]([CH3:26])[NH:23][N:22]=3)[N:11]=2)[CH:5]=[CH:6][CH:7]=1. Reported procedure: Similar procedure as described in example 305 was used, starting from 3-fluoro-benzenethiol and (1-chloro-isoquinolin-3-yl)-(5-methyl-1H-pyrazol-3-yl)-amine to give [1-(3-fluoro-phenylsulfanyl)-isoquinolin-3-yl]-(5-methyl-1H-pyrazol-3-yl)-amine. LC-MS: m/e 351 (MH+). Starting materials: [H-].[Na+] (NaH), C(C(C)(C)C)(=O)NC=1N=C(C2=C(N1)SC(=C2CBr)Br)NC(C(C)(C)C)=O (2,4-bis(pivaloylamino)-5-bromomethyl-6-bromothieno[2,3-d]pyrimidine), C1(=CC=CC=C1)NC1=CC=CC=C1 (diphenylamine), [H-].[Na+] (NaH), CO (MeOH). Solvent: C1CCOC1 (THF). Run at time 2 day. Product: BrC1=CC2=C(N=CN=C2)S1 (6-bromothieno[2,3-d]pyrimidine). RXN SMILES: C(N[C:8]1[N:9]=[C:10](NC(=O)C(C)(C)C)[C:11]2[C:16](CBr)=[C:15]([Br:19])[S:14][C:12]=2[N:13]=1)(=O)C(C)(C)C.C1(NC2C=CC=CC=2)C=CC=CC=1.[H-].[Na+].CO>C1COCC1>[Br:19][C:15]1[S:14][C:12]2[N:13]=[CH:8][N:9]=[CH:10][C:11]=2[CH:16]=1 |f:2.3|. Procedure: A mixture of 2,4-bis(pivaloylamino)-5-bromomethyl-6-bromothieno[2,3-d]pyrimidine prepared in Step 2 above (200 mg, 0.4 mmol), diphenylamine (1.3 g, 0.77 mmol) and NaH (50 mg, 2.1 mmol) in dry THF (10 mL) is stirred at room temperature for 2 days, the excess NaH is decomposed with MeOH (1 mL), the solvent is evaporated, and the residue is chromatographed on silica gel to obtain 2,4-bis(pivaloylamino)-5-N,N-diphenylaminomethyl)-6-bromothieno[2,3-d]pyrimidine.